Dataset: the Open Reaction Database (ORD), a public repository of structured organic reaction records. Task: describe an organic reaction: reactants, conditions, products, and yield Reactants: C1COCCOCCOCCOCCO1, CS(=O)(=O)OCCCc1ccc(Cl)cc1, Cc1ccccc1, [O-]CCCN1CCCCC1, [Na+]. Product: Clc1ccc(CCCOCCCN2CCCCC2)cc1. RXN SMILES: [CH2:27]1[O:28][CH2:29][CH2:30][O:31][CH2:32][CH2:33][O:34][CH2:35][CH2:36][O:37][CH2:38][CH2:39][O:40][CH2:41]1.[CH3:12][S:13]([O:14][CH2:17][CH2:18][CH2:19][c:20]1[cH:21][cH:22][c:23]([Cl:26])[cH:24][cH:25]1)(=[O:15])=[O:16].[CH3:42][c:43]1[cH:44][cH:45][cH:46][cH:47][cH:48]1.[N:1]1([CH2:7][CH2:8][CH2:9][O-:10])[CH2:2][CH2:3][CH2:4][CH2:5][CH2:6]1.[Na+:11]>>[N:1]1([CH2:7][CH2:8][CH2:9][O:10][CH2:17][CH2:18][CH2:19][c:20]2[cH:21][cH:22][c:23]([Cl:26])[cH:24][cH:25]2)[CH2:2][CH2:3][CH2:4][CH2:5][CH2:6]1. Starting materials: CCn1nc(-c2ccccc2)c(C(C)=O)c([N+](=O)[O-])c1=O, CCO, Nc1cccc2cn[nH]c12. Product: CCn1nc(-c2ccccc2)c(C(C)=O)c(Nc2cccc3cn[nH]c23)c1=O. Reaction SMILES: [C:1]([CH3:2])(=[O:3])[c:4]1[c:5]([N+:19]([O-:20])=[O:21])[c:6](=[O:18])[n:7]([CH2:16][CH3:17])[n:8][c:9]1-[c:10]1[cH:11][cH:12][cH:13][cH:14][cH:15]1.[CH3:32][CH2:33][OH:34].[nH:22]1[n:23][cH:24][c:25]2[cH:26][cH:27][cH:28][c:29]([NH2:31])[c:30]12>>[C:1]([CH3:2])(=[O:3])[c:4]1[c:5]([NH:19][c:29]2[cH:28][cH:27][cH:26][c:25]3[cH:24][n:23][nH:22][c:30]32)[c:6](=[O:18])[n:7]([CH2:16][CH3:17])[n:8][c:9]1-[c:10]1[cH:11][cH:12][cH:13][cH:14][cH:15]1. Reactants: CCOc1ccc2c(c1)n(C1CCCCC1)c(=O)n2S(=O)(=O)c1ccc(C(=O)O)cc1OC, CCOC(=O)C(C)(C)N, CCN(C(C)C)C(C)C, ClCCl, Cl. Yields the product CCOC(=O)C(C)(C)NC(=O)c1ccc(S(=O)(=O)n2c(=O)n(C3CCCCC3)c3cc(OCC)ccc32)c(OC)c1. RXN SMILES: [CH2:1]([CH3:2])[O:3][c:4]1[cH:5][c:6]2[c:7]([n:8]([S:18](=[O:19])(=[O:20])[c:21]3[c:22]([O:30][CH3:31])[cH:23][c:24]([C:27](=[O:28])[OH:29])[cH:25][cH:26]3)[c:9](=[O:17])[n:10]2[CH:11]2[CH2:12][CH2:13][CH2:14][CH2:15][CH2:16]2)[cH:32][cH:33]1.[CH2:35]([CH3:36])[O:37][C:38](=[O:39])[C:40]([CH3:41])([CH3:42])[NH2:43].[CH:44]([N:45]([CH2:46][CH3:47])[CH:48]([CH3:49])[CH3:50])([CH3:51])[CH3:52].[Cl:53][CH2:54][Cl:55].[ClH:34]>>[CH2:1]([CH3:2])[O:3][c:4]1[cH:5][c:6]2[c:7]([n:8]([S:18](=[O:19])(=[O:20])[c:21]3[c:22]([O:30][CH3:31])[cH:23][c:24]([C:27](=[O:29])[NH:43][C:40]([C:38]([O:37][CH2:35][CH3:36])=[O:39])([CH3:41])[CH3:42])[cH:25][cH:26]3)[c:9](=[O:17])[n:10]2[CH:11]2[CH2:12][CH2:13][CH2:14][CH2:15][CH2:16]2)[cH:32][cH:33]1. Starting materials: ClC(=C(F)F)F (chlorotrifluoroethylene), C=CC=C (1,3-butadiene). Product: ClC1(CC=CCC1(F)F)F (4-chloro-4,5,5-trifluorocyclohexene), mixture. The yield is 61.0%. Reaction SMILES: [Cl:1][C:2]([F:6])=[C:3]([F:5])[F:4].[CH2:7]=[CH:8][CH:9]=[CH2:10]>>[Cl:1][C:2]1([F:6])[C:3]([F:5])([F:4])[CH2:10][CH:9]=[CH:8][CH2:7]1. Procedure: 4-chloro-4,5,5-trifluorocyclohexene was prepared in the same manner as in Example 12 except that chlorotrifluoroethylene (CTFE) and 1,3-butadiene were continuously injected into the flow reactor at the rates of 65.2 g/hr and 30.3 g/hr, respectively. Then, 8.6 g of unreacted chlorotrifluoroethylene (CTFE) was recovered. The resultant was purified by steam distillation, and then the water layer was removed to give 64.9 g of the mixture (GC%=61%).